Dataset: the Open Reaction Database (ORD), a public repository of structured organic reaction records. Task: describe an organic reaction: reactants, conditions, products, and yield Starting materials: O (water), Cl.Cl.C(C)OC(C1=CC=C(C=C1)N1CCNCC1)=O (4-piperazin-1-yl-benzoic acid ethyl ester dihydrochloride), C([O-])(O)=O.[K+] (potassium bicarbonate), C1C(CC2=CC=CC=C12)OS(=O)(=O)C (methanesulfonic acid indane-2-yl ester). Solvent: C(C)#N (acetonitrile). Yields the product C(C)OC(C1=CC=C(C=C1)N1CCN(CC1)C1CC2=CC=CC=C2C1)=O (4-(4-indan-2-yl-piperazin-1-yl)benzoic acid ethyl ester). Isolated yield 33.4%. As a reaction SMILES: Cl.Cl.[CH2:3]([O:5][C:6](=[O:19])[C:7]1[CH:12]=[CH:11][C:10]([N:13]2[CH2:18][CH2:17][NH:16][CH2:15][CH2:14]2)=[CH:9][CH:8]=1)[CH3:4].C(=O)(O)[O-].[K+].[CH2:25]1[C:33]2[C:28](=[CH:29][CH:30]=[CH:31][CH:32]=2)[CH2:27][CH:26]1OS(C)(=O)=O.O>C(#N)C>[CH2:3]([O:5][C:6](=[O:19])[C:7]1[CH:8]=[CH:9][C:10]([N:13]2[CH2:14][CH2:15][N:16]([CH:26]3[CH2:25][C:33]4[C:28](=[CH:29][CH:30]=[CH:31][CH:32]=4)[CH2:27]3)[CH2:17][CH2:18]2)=[CH:11][CH:12]=1)[CH3:4] |f:0.1.2,3.4|. Reported procedure: To a suspension of 4-piperazin-1-yl-benzoic acid ethyl ester dihydrochloride (1 g) and potassium bicarbonate (1.57 g) in acetonitrile (10 ml) was added methanesulfonic acid indane-2-yl ester (0.69 g) and the mixture was stirred under refluxing for 8 hours. The reaction mixture was pulverized with water. The precipitate was collected by filtration and dried over under reduced pressure. The powder was purified by column chromatography on silica gel using methanol/dichloromethane (50:1) as the elue... Starting materials: COc1cccc(-c2ncc([N+](=O)[O-])cc2-c2ccccc2)c1, CCO. Product: COc1cccc(-c2ncc(N)cc2-c2ccccc2)c1. Reaction SMILES: [CH3:1][O:2][c:3]1[cH:4][c:5](-[c:9]2[n:10][cH:11][c:12]([N+:21]([O-:22])=[O:23])[cH:13][c:14]2-[c:15]2[cH:16][cH:17][cH:18][cH:19][cH:20]2)[cH:6][cH:7][cH:8]1.[CH3:24][CH2:25][OH:26]>>[CH3:1][O:2][c:3]1[cH:4][c:5](-[c:9]2[n:10][cH:11][c:12]([NH2:21])[cH:13][c:14]2-[c:15]2[cH:16][cH:17][cH:18][cH:19][cH:20]2)[cH:6][cH:7][cH:8]1. Starting materials: CC(=O)OCC1OC(N=[N+]=[N-])C(OC(C)=O)C(OC(C)=O)C1OC(C)=O, [H][H], C1CCOC1. Yields the product CC(=O)OCC1OC(N)C(OC(C)=O)C(OC(C)=O)C1OC(C)=O. RXN SMILES: [C:1]([CH3:2])(=[O:3])[O:4][CH:5]1[CH:6]([N:24]=[N+:25]=[N-:26])[O:7][CH:8]([CH2:19][O:20][C:21]([CH3:22])=[O:23])[CH:9]([O:15][C:16]([CH3:17])=[O:18])[CH:10]1[O:11][C:12]([CH3:13])=[O:14].[H:27][H:28].[O:29]1[CH2:30][CH2:31][CH2:32][CH2:33]1>>[C:1]([CH3:2])(=[O:3])[O:4][CH:5]1[CH:6]([NH2:24])[O:7][CH:8]([CH2:19][O:20][C:21]([CH3:22])=[O:23])[CH:9]([O:15][C:16]([CH3:17])=[O:18])[CH:10]1[O:11][C:12]([CH3:13])=[O:14]. As a reaction SMILES: [Br:41][c:42]1[cH:43][c:44]2[cH:45][cH:46][c:47]([CH2:52][CH2:53][N:54]3[CH:55]([CH3:59])[CH2:56][CH2:57][CH2:58]3)[n:48][c:49]2[cH:50][cH:51]1.[CH3:60][O:61][CH2:62][CH2:63][O:64][CH3:65].[CH3:67][CH2:68][O:69][C:70](=[O:71])[CH3:72].[CH:1]1([P:2]([CH:3]2[CH2:4][CH2:5][CH2:6][CH2:7][CH2:8]2)[c:9]2[cH:10][cH:11][cH:12][cH:13][c:14]2-[c:15]2[cH:16][cH:17][cH:18][cH:19][cH:20]2)[CH2:21][CH2:22][CH2:23][CH2:24][CH2:25]1.[Na+:35].[Na+:36].[O-:37][C:38](=[O:39])[O-:40].[OH2:66].[cH:73]1[cH:74][cH:75][c:76]([P:77]([Pd:78]([P:79]([c:80]2[cH:81][cH:82][cH:83][cH:84][cH:85]2)([c:86]2[cH:87][cH:88][cH:89][cH:90][cH:91]2)[c:92]2[cH:93][cH:94][cH:95][cH:96][cH:97]2)([P:98]([c:99]2[cH:100][cH:101][cH:102][cH:103][cH:104]2)([c:105]2[cH:106][cH:107][cH:108][cH:109][cH:110]2)[c:111]2[cH:112][cH:113][cH:114][cH:115][cH:116]2)[P:117]([c:118]2[cH:119][cH:120][cH:121][cH:122][cH:123]2)([c:124]2[cH:125][cH:126][cH:127][cH:128][cH:129]2)[c:130]2[cH:131][cH:132][cH:133][cH:134][cH:135]2)([c:136]2[cH:137][cH:138][cH:139][cH:140][cH:141]2)[c:142]2[cH:143][cH:144][cH:145][cH:146][cH:147]2)[cH:148][cH:149]1.[n:26]1[cH:27][c:28]([B:32]([OH:33])[OH:34])[cH:29][cH:30][cH:31]1>>[n:26]1[cH:27][c:28](-[c:42]2[cH:43][c:44]3[cH:45][cH:46][c:47]([CH2:52][CH2:53][N:54]4[CH:55]([CH3:59])[CH2:56][CH2:57][CH2:58]4)[n:48][c:49]3[cH:50][cH:51]2)[cH:29][cH:30][cH:31]1. Product: CC1CCCN1CCc1ccc2cc(-c3cccnc3)ccc2n1. The reactants are CC1CCCN1CCc1ccc2cc(Br)ccc2n1, COCCOC, CCOC(C)=O, c1ccc(-c2ccccc2P(C2CCCCC2)C2CCCCC2)cc1, [Na+], [Na+], O=C([O-])[O-], O, c1ccc(P(c2ccccc2)(c2ccccc2)[Pd](P(c2ccccc2)(c2ccccc2)c2ccccc2)(P(c2ccccc2)(c2ccccc2)c2ccccc2)P(c2ccccc2)(c2ccccc2)c2ccccc2)cc1, OB(O)c1cccnc1. The reactants are O (Water), P(=O)([O-])([O-])[O-].[K+].[K+].[K+] (Tripotassium phosphate), NC1=NC=CC=C1C1=CC=C(C=C1)O (4-(2-aminopyridin-3-yl)phenol), BrC1=C(C=C(C=C1)F)C(F)(F)F (1-bromo-4-fluoro-2-(trifluoromethyl)benzene). Run in CCOC(=O)C (EtOAc), CS(=O)C (DMSO). Conditions: temperature 140 celsius, time 7 hour. Product: BrC1=C(C=C(OC2=CC=C(C=C2)C=2C(=NC=CC2)N)C=C1)C(F)(F)F (3-{4-[4-bromo-3-(trifluoromethyl)phenoxy]phenyl}pyridin-2-amine). Yield: 69.2%. RXN SMILES: P([O-])([O-])([O-])=O.[K+].[K+].[K+].[NH2:9][C:10]1[C:15]([C:16]2[CH:21]=[CH:20][C:19]([OH:22])=[CH:18][CH:17]=2)=[CH:14][CH:13]=[CH:12][N:11]=1.[Br:23][C:24]1[CH:29]=[CH:28][C:27](F)=[CH:26][C:25]=1[C:31]([F:34])([F:33])[F:32].O>CS(C)=O.CCOC(C)=O>[Br:23][C:24]1[CH:29]=[CH:28][C:27]([O:22][C:19]2[CH:20]=[CH:21][C:16]([C:15]3[C:10]([NH2:9])=[N:11][CH:12]=[CH:13][CH:14]=3)=[CH:17][CH:18]=2)=[CH:26][C:25]=1[C:31]([F:32])([F:33])[F:34] |f:0.1.2.3|. Procedure: Tripotassium phosphate (3.42 g) was added to a mixture of 4-(2-aminopyridin-3-yl)phenol (1.00 g) and 1-bromo-4-fluoro-2-(trifluoromethyl)benzene (1.57 g) in DMSO (15 mL). The mixture was stirred at 140° C. under nitrogen for 7 hr. Water and EtOAc were added and the extracted organic layer was washed with brine. Silica-gel was added to the organic layer and the volatiles were removed in vacuo. The mixture supported on silica-gel was purified by column chromatography (NH-silica gel, eluted with Et... The reactants are O=C1c2ccccc2C(=O)N1CC(F)(F)CCOCc1ccccc1, CCO, Cl, NN, O. The product is NCC(F)(F)CCOCc1ccccc1, Cl. As a reaction SMILES: [CH2:1]([c:2]1[cH:3][cH:4][cH:5][cH:6][cH:7]1)[O:8][CH2:9][CH2:10][C:11]([CH2:12][N:13]1[C:14](=[O:15])[c:16]2[cH:17][cH:18][cH:19][cH:20][c:21]2[C:22]1=[O:23])([F:24])[F:25].[CH3:30][CH2:31][OH:32].[ClH:29].[NH2:27][NH2:28].[OH2:26]>>[CH2:1]([c:2]1[cH:3][cH:4][cH:5][cH:6][cH:7]1)[O:8][CH2:9][CH2:10][C:11]([CH2:12][NH2:13])([F:24])[F:25].[ClH:29]. Starting materials: N1C(C2(C3=CC=CC=C13)COC1=CC3=C(OCCO3)C=C12)=O (2,3-dihydrospiro[furo[2,3-g][1,4]benzodioxine-8,3′-indol]-2′(1′H)-one), BrCCCCC (1-bromopentane), N1C([C@]2(C3=CC=CC=C13)COC1=CC3=C(OCCO3)C=C12)=O ((S)-2,3-dihydrospiro[furo[2,3-g][1,4]benzodioxine-8,3′-indol]-2′(1′H)-one), Cl.ClCC1=NC=CC=C1C(F)(F)F (2-(chloromethyl)-3-(trifluoromethyl)pyridine hydrochloride). Yields the product FC(C=1C(=NC=CC1)CN1C(C2(C3=CC=CC=C13)COC1=CC3=C(OCOC3)C=C12)=O)(F)F (1′-{[3-(trifluoromethyl)pyridin-2-yl]methyl}-2,3-dihydrospiro[furo[2,3-g][1,3]benzodioxine-8,3′-indol]-2′(1′H)-one). Reaction SMILES: [NH:1]1[C:9]2[C:4](=[CH:5][CH:6]=[CH:7][CH:8]=2)[C:3]2([C:21]3[C:12](=[CH:13][C:14]4OC[CH2:17][O:16][C:15]=4[CH:20]=3)[O:11][CH2:10]2)[C:2]1=[O:22].N1C2C(=CC=CC=2)[C@@]2(C3C(=CC4OCCOC=4C=3)[O:33][CH2:32]2)C1=O.Cl.Cl[CH2:47][C:48]1[C:53]([C:54]([F:57])([F:56])[F:55])=[CH:52][CH:51]=[CH:50][N:49]=1.BrCCCCC>>[F:55][C:54]([F:57])([F:56])[C:53]1[C:48]([CH2:47][N:1]2[C:9]3[C:8](=[CH:7][CH:6]=[CH:5][CH:4]=3)[C:3]3([C:21]4[C:12](=[CH:13][C:14]5[CH2:32][O:33][CH2:17][O:16][C:15]=5[CH:20]=4)[O:11][CH2:10]3)[C:2]2=[O:22])=[N:49][CH:50]=[CH:51][CH:52]=1 |f:2.3|. Procedure: Following the procedure as described in EXAMPLE 7.3 and making non-critical variations using 2,3-dihydrospiro[furo[2,3-g][1,4]benzodioxine-8,3′-indol]-2′(1′H)-one to replace (S)-2,3-dihydrospiro[furo[2,3-g][1,4]benzodioxine-8,3′-indol]-2′(1′H)-one, and 2-(chloromethyl)-3-(trifluoromethyl)pyridine hydrochloride to replace 1-bromopentane, 1′-{[3-(trifluoromethyl)pyridin-2-yl]methyl}-2,3-dihydrospiro[furo[2,3-g][1,3]benzodioxine-8,3′-indol]-2′(1′H)-one was obtained (40%) as a colorless solid: 1H NM... Reactants: O=C([O-])[O-], COC(CCBr)OC, CC(C)=O, [Cs+], [Cs+], [I-], [Na+], OCCc1ccc(O)cc1. Product: COC(CCOc1ccc(CCO)cc1)OC. Reaction SMILES: [C:19](=[O:20])([O-:21])[O-:22].[CH3:11][O:12][CH:13]([CH2:14][CH2:15][Br:16])[O:17][CH3:18].[CH3:27][C:28](=[O:29])[CH3:30].[Cs+:23].[Cs+:24].[I-:26].[Na+:25].[OH:1][CH2:2][CH2:3][c:4]1[cH:5][cH:6][c:7]([OH:8])[cH:9][cH:10]1>>[OH:1][CH2:2][CH2:3][c:4]1[cH:5][cH:6][c:7]([O:8][CH2:15][CH2:14][CH:13]([O:12][CH3:11])[O:17][CH3:18])[cH:9][cH:10]1. Starting materials: Cl (HCl), O1CCN(CC1)C(C(=O)OCC)C1=CC=CC=C1 (Ethyl 2-morpholino-2-phenylacetate), Cl (HCl). Run in O1CCOCC1 (dioxane). Product: Cl.O1CCN(CC1)C(C(=O)O)C1=CC=CC=C1 (2-morpholino-2-phenylacetic acid hydrochloride). Yield: 62.8%. As a reaction SMILES: [O:1]1[CH2:6][CH2:5][N:4]([CH:7]([C:13]2[CH:18]=[CH:17][CH:16]=[CH:15][CH:14]=2)[C:8]([O:10]CC)=[O:9])[CH2:3][CH2:2]1.[ClH:19]>O1CCOCC1>[ClH:19].[O:1]1[CH2:2][CH2:3][N:4]([CH:7]([C:13]2[CH:18]=[CH:17][CH:16]=[CH:15][CH:14]=2)[C:8]([OH:10])=[O:9])[CH2:5][CH2:6]1 |f:3.4|. Procedure details: Ethyl 2-morpholino-2-phenylacetate (0.34 g, 1.36 mmol) was dissolved in dioxane (11.4 ml) and 37% HCl (1.1 ml, 13.6 mmol) was added dropwise. The mixture was stirred at reflux overnight. 37% HCl (1.1 ml, 13.6 mmol) was added and the reaction was refluxed for additional 24 hours. The solvent was evaporated and the residue was triturated with acetonitrile (10 ml) to obtain 2-morpholino-2-phenylacetic acid hydrochloride (0.22 g, 63.7% yield) as a white solid. Reactants: CCOC(=O)c1ncn2c1CN(C(=O)CC(Cc1cc(F)c(F)cc1F)NC(=O)OC(C)(C)C)Cc1ccccc1-2, C1CCOC1, Cl, [Li+], [OH-], O. The product is CC(C)(C)OC(=O)NC(CC(=O)N1Cc2ccccc2-n2cnc(C(=O)O)c2C1)Cc1cc(F)c(F)cc1F. As a reaction SMILES: [CH2:1]([CH3:2])[O:3][C:4](=[O:5])[c:6]1[n:7][cH:8][n:9]2[c:15]1[CH2:14][N:13]([C:16]([CH2:17][CH:18]([CH2:19][c:20]1[c:21]([F:28])[cH:22][c:23]([F:27])[c:24]([F:26])[cH:25]1)[NH:29][C:30](=[O:31])[O:32][C:33]([CH3:34])([CH3:35])[CH3:36])=[O:37])[CH2:12][c:11]1[c:10]-2[cH:41][cH:40][cH:39][cH:38]1.[CH2:45]1[O:46][CH2:47][CH2:48][CH2:49]1.[ClH:44].[Li+:42].[OH-:43].[OH2:50]>>[O:3]=[C:4]([OH:5])[c:6]1[n:7][cH:8][n:9]2[c:15]1[CH2:14][N:13]([C:16]([CH2:17][CH:18]([CH2:19][c:20]1[c:21]([F:28])[cH:22][c:23]([F:27])[c:24]([F:26])[cH:25]1)[NH:29][C:30](=[O:31])[O:32][C:33]([CH3:34])([CH3:35])[CH3:36])=[O:37])[CH2:12][c:11]1[c:10]-2[cH:41][cH:40][cH:39][cH:38]1.